From a dataset of the Open Reaction Database (ORD), a public repository of structured organic reaction records. describe an organic reaction: reactants, conditions, products, and yield Starting materials: BrCC1=CC(=C(C=C1F)C(C(=O)OC)C)F (methyl 2-[4-(bromomethyl)-2,5-difluoro-phenyl]propionate), O=C1C(CCC1)C(=O)OC (methyl 2-oxocyclo-pentanecarboxylate), C([O-])([O-])=O.[K+].[K+] (potassium carbonate). The solvent is CC(=O)C (acetone). Yields the product FC1=C(C=C(C(=C1)CC1C(CCC1)=O)F)C(C(=O)O)C (2-[2,5-difluoro-4-(2-oxocyclo-pentylmethyl)phenyl]propionic acid). Isolated yield 75.6%. Reaction SMILES: Br[CH2:2][C:3]1[C:8]([F:9])=[CH:7][C:6]([CH:10]([CH3:15])[C:11]([O:13]C)=[O:12])=[C:5]([F:16])[CH:4]=1.[O:17]=[C:18]1[CH2:22][CH2:21][CH2:20][CH:19]1C(OC)=O.C(=O)([O-])[O-].[K+].[K+]>CC(C)=O>[F:16][C:5]1[CH:4]=[C:3]([CH2:2][CH:19]2[CH2:20][CH2:21][CH2:22][C:18]2=[O:17])[C:8]([F:9])=[CH:7][C:6]=1[CH:10]([CH3:15])[C:11]([OH:13])=[O:12] |f:2.3.4|. Reported procedure: Compound (32a) (4.8 g, 16.4 mmol), methyl 2-oxocyclo-pentanecarboxylate (2.5 mL, 21.9 mmol), and anhydrous potassium carbonate (4.0 g, 28.9 mmol) in acetone (200 mL) were allowed to react in the same manner as in Example 15. The obtained crude product was subjected to silica gel column chromatography and elution with an n-hexane/ethyl acetate (4:1) solution followed by conventional decarboxylation and hydrolysis to give 3.5 g (60%) of compound (33a) of interest as clear yellow oil. Starting materials: COC(=O)CCC1CNc2c(NC(=O)C(C)(C)C)c(C)cc(C)c21, CCOC(C)=O, CCCCCCCCI, [K+], [K+], O=C([O-])[O-], CN(C)C=O. The product is CCCCCCCCN1CC(CCC(=O)OC)c2c(C)cc(C)c(NC(=O)C(C)(C)C)c21. As a reaction SMILES: [CH3:1][O:2][C:3](=[O:4])[CH2:5][CH2:6][CH:7]1[CH2:8][NH:9][c:10]2[c:11]([NH:18][C:19]([C:20]([CH3:21])([CH3:22])[CH3:23])=[O:24])[c:12]([CH3:17])[cH:13][c:14]([CH3:16])[c:15]21.[CH3:40][CH2:41][O:42][C:43]([CH3:44])=[O:45].[I:25][CH2:26][CH2:27][CH2:28][CH2:29][CH2:30][CH2:31][CH2:32][CH3:33].[K+:34].[K+:35].[O-:36][C:37]([O-:38])=[O:39].[O:46]=[CH:47][N:48]([CH3:49])[CH3:50]>>[CH3:1][O:2][C:3](=[O:4])[CH2:5][CH2:6][CH:7]1[CH2:8][N:9]([CH2:26][CH2:27][CH2:28][CH2:29][CH2:30][CH2:31][CH2:32][CH3:33])[c:10]2[c:11]([NH:18][C:19]([C:20]([CH3:21])([CH3:22])[CH3:23])=[O:24])[c:12]([CH3:17])[cH:13][c:14]([CH3:16])[c:15]21.